This data is from the Open Reaction Database (ORD), a public repository of structured organic reaction records. The task is: describe an organic reaction: reactants, conditions, products, and yield The reactants are ClC=1C2=C(N=CN1)NC(=C2C)CC (4-Chloro-6-ethyl-5-methyl-7H-pyrrolo[2,3-d]pyrimidine), NC1=CC2=C(NC(S2)=O)C=C1OC (6-amino-5-methoxy-1,3-benzothiazol-2(3H)-one). Yields the product C(C)C1=C(C2=C(N=CN=C2NC2=CC3=C(NC(S3)=O)C=C2OC)N1)C (6-[(6-Ethyl-5-methyl-7H-pyrrolo[2,3-d]pyrimidin-4-yl)amino]-5-methoxy-1,3-benzothiazol-2(3H)-one). Reaction SMILES: Cl[C:2]1[C:3]2[C:10]([CH3:11])=[C:9]([CH2:12][CH3:13])[NH:8][C:4]=2[N:5]=[CH:6][N:7]=1.[NH2:14][C:15]1[C:24]([O:25][CH3:26])=[CH:23][C:18]2[NH:19][C:20](=[O:22])[S:21][C:17]=2[CH:16]=1>>[CH2:12]([C:9]1[NH:8][C:4]2[N:5]=[CH:6][N:7]=[C:2]([NH:14][C:15]3[C:24]([O:25][CH3:26])=[CH:23][C:18]4[NH:19][C:20](=[O:22])[S:21][C:17]=4[CH:16]=3)[C:3]=2[C:10]=1[CH3:11])[CH3:13]. Procedure: 25 mg (128 μmol) 4-Chloro-6-ethyl-5-methyl-7H-pyrrolo[2,3-d]pyrimidine (prepared according to intermediate example 1a) were transformed in analogy to example 1 using 6-amino-5-methoxy-1,3-benzothiazol-2(3H)-one to give after working up and purification 22.3 mg (47%) of the title compound. Starting materials: [C-]#N.[K+] (KCN), NH4CN, CC1(OCCO1)CCC#CCCCCl (2-Methyl-2-(7-chloro-3-heptynyl)-1,3-dioxolane), [C-]#N.[Na+] (NaCN), [Na+].[I-] (NaI), cyanide salts. The solvent is CCO (EtOH), O (H2O). Product: CC1(OCCO1)CCC#CCCCC#N (2-methyl-2-(7-cyano-3-heptynyl)-1,3-dioxolane). Yield: 96.5%. As a reaction SMILES: [CH3:1][C:2]1([CH2:7][CH2:8][C:9]#[C:10][CH2:11][CH2:12][CH2:13]Cl)[O:6][CH2:5][CH2:4][O:3]1.[C-:15]#[N:16].[Na+].[Na+].[I-].[C-]#N.[K+]>CCO.O>[CH3:1][C:2]1([CH2:7][CH2:8][C:9]#[C:10][CH2:11][CH2:12][CH2:13][C:15]#[N:16])[O:6][CH2:5][CH2:4][O:3]1 |f:1.2,3.4,5.6|. Procedure details: 2-Methyl-2-(7-chloro-3-heptynyl)-1,3-dioxolane (21.6 g, 0.1 mol) was dissolved in 120 ml EtOH (convenience; dimethylformamide, dimethylsulfoxide, or other polar solvents may be used) and added to a solution of NaCN (9.8 g, 0.2 mol) and NaI (2.0 g, 0.013 mol) in 80 ml H2O. KCN, NH4CN or other cyanide salts may be used. The reaction was concentrated to remove the solvent and was extracted with three 100 ml portions of ether. The combined organic extracts were washed with 2-50 ml portions of water ... The reactants are OCCCC1=CC=C(OCCCC(=O)O)C=C1 (4-[4-(3-hydroxypropyl)phenoxy]butanoic acid), [Cr](=O)(=O)([O-])Cl.[NH+]1=CC=CC=C1 (pyridinium chlorochromate). Solvent: C(Cl)Cl (methylene dichloride). Reaction conditions: time 4 hour. Yields the product 0.21, O=CCCC1=CC=C(OCCCC(=O)O)C=C1 (4-[4-(3-oxopropyl)phenoxy]butanoic acid). Yield: 18.0%. As a reaction SMILES: [OH:1][CH2:2][CH2:3][CH2:4][C:5]1[CH:17]=[CH:16][C:8]([O:9][CH2:10][CH2:11][CH2:12][C:13]([OH:15])=[O:14])=[CH:7][CH:6]=1.[Cr](Cl)([O-])(=O)=O.[NH+]1C=CC=CC=1>C(Cl)Cl>[O:1]=[CH:2][CH2:3][CH2:4][C:5]1[CH:17]=[CH:16][C:8]([O:9][CH2:10][CH2:11][CH2:12][C:13]([OH:15])=[O:14])=[CH:7][CH:6]=1 |f:1.2|. Procedure: A 1.19 g (5.00 mmol) sample of 4-[4-(3-hydroxypropyl)phenoxy]butanoic acid is dissolved with stirring in 250 mL of methylene dichloride. Next, 3.77 g (17.49 mmol) of pyridinium chlorochromate is added, the mixture is stirred for 4 hours, and then filtered through a celite pad. The reaction mixture is then diluted with an equal volume of ether, precipitating out salts. This mixture is then filtered through a silica gel pad, and the filtrate evaporated, giving a brown solid. The solid is recrystal... Starting materials: CCOC(=O)C(Cc1ccc(O)cc1)NC(=O)C(C)(C)NC(=O)OC(C)(C)C, CCOC(C)=O, CO, Cl. Yields the product CCOC(=O)C(Cc1ccc(O)cc1)NC(=O)C(C)(C)N, Cl. RXN SMILES: [CH2:1]([CH3:2])[O:3][C:4]([CH:5]([NH:6][C:7]([C:8]([CH3:9])([CH3:10])[NH:11][C:12]([O:13][C:14]([CH3:15])([CH3:16])[CH3:17])=[O:18])=[O:19])[CH2:20][c:21]1[cH:22][cH:23][c:24]([OH:27])[cH:25][cH:26]1)=[O:28].[CH3:30][CH2:31][O:32][C:33](=[O:34])[CH3:35].[CH3:36][OH:37].[ClH:29]>>[CH2:1]([CH3:2])[O:3][C:4]([CH:5]([NH:6][C:7]([C:8]([CH3:9])([CH3:10])[NH2:11])=[O:19])[CH2:20][c:21]1[cH:22][cH:23][c:24]([OH:27])[cH:25][cH:26]1)=[O:28].[ClH:29]. Starting materials: ClC=1C=C(C=CC1Cl)C(C(=O)C=1SC=CC1)O (2-(3,4-dichlorophenyl)-2-hydroxy-1-(2-thienyl)ethanone), [S-]C#N.[NH4+] (ammonium thiocyanate). Run in C(CC)O (1-propanol). Product: ClC=1C=C(C=CC1Cl)C=1N=C(NC1C=1SC=CC1)S (4-(3,4-dichlorophenyl)-5-(2-thienyl)-1H-2-imidazolethiol). Reaction SMILES: [Cl:1][C:2]1[CH:3]=[C:4]([CH:9](O)[C:10]([C:12]2[S:13][CH:14]=[CH:15][CH:16]=2)=O)[CH:5]=[CH:6][C:7]=1[Cl:8].[S-:18][C:19]#[N:20].[NH4+:21]>C(O)CC>[Cl:1][C:2]1[CH:3]=[C:4]([C:9]2[N:20]=[C:19]([SH:18])[NH:21][C:10]=2[C:12]2[S:13][CH:14]=[CH:15][CH:16]=2)[CH:5]=[CH:6][C:7]=1[Cl:8] |f:1.2|. Reported procedure: By the procedure described in the second paragraph of Example 2F, 45.0 g (0.16 mole) of 2-(3,4-dichlorophenyl)-2-hydroxy-1-(2-thienyl)ethanone was reacted with ammonium thiocyanate in 1-propanol at reflux to afford 32.6 g of 4-(3,4-dichlorophenyl)-5-(2-thienyl)-1H-2-imidazolethiol m.p. 263°-5°. (recrystallized from 1-butanol). Reactants: BrC1=CC(=CC=C1)Br (1,3-dibromobenzene), N1CCC(CC1)NC(C)=O (N-(4-piperidyl)acetamide), (rac)-BINAP, CC(C)([O-])C.[Na+] (sodium tert-butoxide). The reagents and catalysts are C=1C=CC(=CC1)/C=C/C(=O)/C=C/C2=CC=CC=C2.C=1C=CC(=CC1)/C=C/C(=O)/C=C/C2=CC=CC=C2.C=1C=CC(=CC1)/C=C/C(=O)/C=C/C2=CC=CC=C2.[Pd].[Pd] (Pd2(dba)3). The solvent is C1(=CC=CC=C1)C (toluene), CCOC(=O)C (EtOAc). Conditions: temperature 80 celsius. The product is BrC=1C=C(C=CC1)N1CCC(CC1)NC(C)=O (N-[1-(3-bromophenyl)-4-piperidyl]acetamide). Isolated yield 79.3%. Reaction SMILES: Br[C:2]1[CH:7]=[CH:6][CH:5]=[C:4]([Br:8])[CH:3]=1.[NH:9]1[CH2:14][CH2:13][CH:12]([NH:15][C:16](=[O:18])[CH3:17])[CH2:11][CH2:10]1.CC(C)([O-])C.[Na+]>C1(C)C=CC=CC=1.CCOC(C)=O.C1C=CC(/C=C/C(/C=C/C2C=CC=CC=2)=O)=CC=1.C1C=CC(/C=C/C(/C=C/C2C=CC=CC=2)=O)=CC=1.C1C=CC(/C=C/C(/C=C/C2C=CC=CC=2)=O)=CC=1.[Pd].[Pd]>[Br:8][C:4]1[CH:3]=[C:2]([N:9]2[CH2:14][CH2:13][CH:12]([NH:15][C:16](=[O:18])[CH3:17])[CH2:11][CH2:10]2)[CH:7]=[CH:6][CH:5]=1 |f:2.3,6.7.8.9.10|. Reported procedure: A mixture of 1,3-dibromobenzene (7.98 mL, 49.2 mmol), N-(4-piperidyl)acetamide (7.00 g, 49.2 mmol), Pd2(dba)3 (2.25 g, 2.46 mmol), (rac)-BINAP (2.30 g, 3.69 mmol) and sodium tert-butoxide (5.68 g, 59.1 mmol) in toluene (492 mL) was heated at 80° C. for 17 hours under nitrogen. After cooling to room temperature, the mixture was diluted with EtOAc and filtered through a Celite pad. The combined filtrate and washings were concentrated. The residue was purified by silica gel column chromatography (h... Starting materials: O1CCC2=C1C=CC(=C2)C2N(CCC=1C3=CC=CC=C3NC21)C(\C=C\C2=CC=C(C=C2)OC[C@](CN(C)C)(O)O[Si](C)(C)C(C)(C)C)=O ((E)-(R)-1-[1-(2,3-dihydrobenzofuran-5-yl)-1,3,4,9-tetrahydro-β-carbolin-2-yl]-3-(4-(2-(tertbutyldimethylsilanyloxy)-3-dimethylamino-2-hydroxy-propoxy)phenyl)propene-1-one), [F-].C(CCC)[N+](CCCC)(CCCC)CCCC (tetrabutylammonium fluoride). The solvent is C1CCOC1 (THF). Reaction conditions: time 1 day. Product: O1CCC2=C1C=CC(=C2)C2N(CCC=1C3=CC=CC=C3NC21)C(\C=C\C2=CC=C(C=C2)OC[C@@H](CN(C)C)O)=O ((E)-(R)-1-[1-(2,3-Dihydrobenzofuran-5-yl)-1,3,4,9-tetrahydro-β-carbolin-2-yl]-3-(4-(3-dimethylamino-2-hydroxypropoxy)phenyl)propene-1-one). Yield: 62.0%. RXN SMILES: [O:1]1[C:5]2[CH:6]=[CH:7][C:8]([CH:10]3[C:22]4[NH:21][C:20]5[C:15](=[CH:16][CH:17]=[CH:18][CH:19]=5)[C:14]=4[CH2:13][CH2:12][N:11]3[C:23](=[O:48])/[CH:24]=[CH:25]/[C:26]3[CH:31]=[CH:30][C:29]([O:32][CH2:33][C@@:34](O[Si](C(C)(C)C)(C)C)([OH:39])[CH2:35][N:36]([CH3:38])[CH3:37])=[CH:28][CH:27]=3)=[CH:9][C:4]=2[CH2:3][CH2:2]1.[F-].C([N+](CCCC)(CCCC)CCCC)CCC>C1COCC1>[O:1]1[C:5]2[CH:6]=[CH:7][C:8]([CH:10]3[C:22]4[NH:21][C:20]5[C:15](=[CH:16][CH:17]=[CH:18][CH:19]=5)[C:14]=4[CH2:13][CH2:12][N:11]3[C:23](=[O:48])/[CH:24]=[CH:25]/[C:26]3[CH:27]=[CH:28][C:29]([O:32][CH2:33][C@H:34]([OH:39])[CH2:35][N:36]([CH3:38])[CH3:37])=[CH:30][CH:31]=3)=[CH:9][C:4]=2[CH2:3][CH2:2]1 |f:1.2|. Procedure details: At 0° C. to a solution (E)-(R)-1-[1-(2,3-dihydrobenzofuran-5-yl)-1,3,4,9-tetrahydro-β-carbolin-2-yl]-3-(4-(2-(tertbutyldimethylsilanyloxy)-3-dimethylamino-2-hydroxy-propoxy)phenyl)propene-1-one (0.4 g, 0.6 mmol) in 50 mL of anhydrous THF was added tetrabutylammonium fluoride (0.6 mL, 1 equiv., 1 M in THF). The resulting mixture was stirred at rt for one day. Quenching with water, extraction with DCM, washing with brine, drying over MgSO4 and concentration in vacuo gave an oil. Recrystallization ... The reactants are C1COCCO1, Cc1cc2nc(Cl)cc(N3CCOCC3)n2n1, NN, O, O. The product is Cc1cc2nc(NN)cc(N3CCOCC3)n2n1. As a reaction SMILES: [CH2:21]1[O:22][CH2:23][CH2:24][O:25][CH2:26]1.[Cl:1][c:2]1[n:3][c:4]2[n:5]([c:6]([N:8]3[CH2:9][CH2:10][O:11][CH2:12][CH2:13]3)[cH:7]1)[n:14][c:15]([CH3:17])[cH:16]2.[NH2:19][NH2:20].[OH2:18].[OH2:27]>>[c:2]1([NH:19][NH2:20])[n:3][c:4]2[n:5]([c:6]([N:8]3[CH2:9][CH2:10][O:11][CH2:12][CH2:13]3)[cH:7]1)[n:14][c:15]([CH3:17])[cH:16]2. The reactants are 2-N(OZ)CO2CH3 benzylbromide, methyl N-(2-bromomethylphenyl)-N-alkoxycarbamate, [Cl-].[NH4+] (ammonium chloride), [N+](=O)([O-])C1=C(C=CC=C1)C (o-nitrotoluene). The reagents and catalysts are [Zn] (zinc). Yields the product CC1=C(C=CC=C1)NO (N-2-methyl phenyl hydroxylamine). RXN SMILES: [N+:1]([C:4]1[CH:9]=[CH:8][CH:7]=[CH:6][C:5]=1[CH3:10])([O-])=[O:2].[Cl-].[NH4+]>[Zn]>[CH3:10][C:5]1[CH:6]=[CH:7][CH:8]=[CH:9][C:4]=1[NH:1][OH:2] |f:1.2|. Reported procedure: The 2-N(OZ)CO2CH3 -benzylbromide, methyl N-(2-bromomethylphenyl)-N-alkoxycarbamate, is prepared as described in both EP619301 and EP704430 in a 4 step sequence as shown in scheme B. As described in the aforementioned European patent applications o-nitrotoluene is reacted with ammonium chloride in the presence of zinc to provide N-2-methyl phenyl hydroxylamine (XI) as described in Organic Synthesis Collective Volume III, p.668. The hydroxylamine is acylated with methyl chloroformate to provide th...